Task: describe an organic reaction: reactants, conditions, products, and yield. Dataset: the Open Reaction Database (ORD), a public repository of structured organic reaction records The reactants are O=C([O-])O, CCN=C=NCCCN(C)C, CC1(c2cccc(NS(C)(=O)=O)c2)C2CNCC21, CN(C)C=O, CO, Cl, Cl, [Na+], O, On1nnc2ccccc21, O=C(O)CCc1ccsc1. Product: CC1(c2cccc(NS(C)(=O)=O)c2)C2CN(C(=O)CCc3ccsc3)CC21. Reaction SMILES: [C:53](=[O:54])([O-:55])[OH:56].[CH3:23][N:24]([CH3:25])[CH2:26][CH2:27][CH2:28][N:29]=[C:30]=[N:31][CH2:32][CH3:33].[CH3:35][C:36]1([c:42]2[cH:43][c:44]([NH:48][S:49](=[O:50])(=[O:51])[CH3:52])[cH:45][cH:46][cH:47]2)[CH:37]2[CH2:38][NH:39][CH2:40][CH:41]12.[CH3:58][N:59]([CH3:60])[CH:61]=[O:62].[CH3:63][OH:64].[ClH:22].[ClH:34].[Na+:57].[OH2:11].[OH:12][n:13]1[c:14]2[cH:15][cH:16][cH:17][cH:18][c:19]2[n:20][n:21]1.[s:1]1[cH:2][c:3]([CH2:6][CH2:7][C:8](=[O:9])[OH:10])[cH:4][cH:5]1>>[s:1]1[cH:2][c:3]([CH2:6][CH2:7][C:8](=[O:10])[N:39]2[CH2:38][CH:37]3[C:36]([CH3:35])([c:42]4[cH:43][c:44]([NH:48][S:49](=[O:50])(=[O:51])[CH3:52])[cH:45][cH:46][cH:47]4)[CH:41]3[CH2:40]2)[cH:4][cH:5]1.